Dataset: the Open Reaction Database (ORD), a public repository of structured organic reaction records. Task: describe an organic reaction: reactants, conditions, products, and yield Starting materials: NC1=C(C(=O)O)C=CC(=C1)[N+](=O)[O-] (2-Amino-4-nitrobenzoic acid), S(=O)(Cl)Cl (sulfurous dichloride). The product is NC1=C(C(=O)Cl)C=CC(=C1)[N+](=O)[O-] (2-Amino-4-nitrobenzoyl chloride). Yield: 119.8%. RXN SMILES: [NH2:1][C:2]1[CH:10]=[C:9]([N+:11]([O-:13])=[O:12])[CH:8]=[CH:7][C:3]=1[C:4](O)=[O:5].S(Cl)([Cl:16])=O>>[NH2:1][C:2]1[CH:10]=[C:9]([N+:11]([O-:13])=[O:12])[CH:8]=[CH:7][C:3]=1[C:4]([Cl:16])=[O:5]. Reported procedure: 2-Amino-4-nitrobenzoic acid (15 g, 82 mmol) was refluxed with sulfurous dichloride (40 mL, 82 mmol) for 2.5 hours. The reaction mixture was cooled to room temperature and concentrated to give Intermediate 69A (19.7 g, 119%) as a brown oil. HPLC: Rt=2.323 (as methyl ester) min. (CHROMOLITH® column 4.6×50 mm eluting with 10-90% aqueous methanol over 4 min. containing 0.1% TFA, 4 mL/min., monitoring at 220 nm.). MS (ES): m/z=197 (as methyl ester) [M+H]+. Product: NC=1SC=C(N1)/C(/C(=O)OCC)=N/O[C@@H]1CC[C@@H](CC1)Cl (Ethyl 2-(2-aminothiazol-4-yl)-(Z)-2-(cis-4-chlorocyclohexyloxyimino)acetate). Procedure details: Ethyl 2-(2-tritylaminothiazol-4-yl)-(Z)-2-(cis-4-chlorocyclohexyloxyimino)acetate (205 mg) was deprotected using formic acid as described in Example 1a. After chromatography the crystalline title compound (81 mg) was obtained, having identical m.p. and spectroscopic data to Example 53c. RXN SMILES: C([NH:20][C:21]1[S:22][CH:23]=[C:24](/[C:26](=[N:32]/[O:33][C@H:34]2[CH2:39][CH2:38][C@@H:37]([Cl:40])[CH2:36][CH2:35]2)/[C:27]([O:29][CH2:30][CH3:31])=[O:28])[N:25]=1)(C1C=CC=CC=1)(C1C=CC=CC=1)C1C=CC=CC=1>C(O)=O>[NH2:20][C:21]1[S:22][CH:23]=[C:24](/[C:26](=[N:32]/[O:33][C@H:34]2[CH2:35][CH2:36][C@@H:37]([Cl:40])[CH2:38][CH2:39]2)/[C:27]([O:29][CH2:30][CH3:31])=[O:28])[N:25]=1. Run in C(=O)O (formic acid). The reactants are C(C1=CC=CC=C1)(C1=CC=CC=C1)(C1=CC=CC=C1)NC=1SC=C(N1)/C(/C(=O)OCC)=N/O[C@@H]1CC[C@@H](CC1)Cl (Ethyl 2-(2-tritylaminothiazol-4-yl)-(Z)-2-(cis-4-chlorocyclohexyloxyimino)acetate). The yield is 68.4%. Reactants: O=C(O)c1cccc(-c2nnn(COCc3ccccc3)n2)c1, CC#N, Cl, O=C(O)C(F)(F)F, CC(N)CC(=O)N1CCC(O)(c2ccc(Cl)cc2)C(C)(C)C1, O. The product is CC(CC(=O)N1CCC(O)(c2ccc(Cl)cc2)C(C)(C)C1)NC(=O)c1cccc(-c2nnn(COCc3ccccc3)n2)c1. Reaction SMILES: [CH2:24]([c:25]1[cH:26][cH:27][cH:28][cH:29][cH:30]1)[O:31][CH2:32][n:33]1[n:34][c:35](-[c:38]2[cH:39][c:40]([C:41](=[O:42])[OH:43])[cH:44][cH:45][cH:46]2)[n:36][n:37]1.[CH3:55][C:56]#[N:57].[ClH:23].[F:47][C:48]([F:49])([F:50])[C:51]([OH:52])=[O:53].[NH2:1][CH:2]([CH2:3][C:4](=[O:5])[N:6]1[CH2:7][C:8]([CH3:20])([CH3:21])[C:9]([OH:12])([c:13]2[cH:14][cH:15][c:16]([Cl:19])[cH:17][cH:18]2)[CH2:10][CH2:11]1)[CH3:22].[OH2:54]>>[NH:1]([CH:2]([CH2:3][C:4](=[O:5])[N:6]1[CH2:7][C:8]([CH3:20])([CH3:21])[C:9]([OH:12])([c:13]2[cH:14][cH:15][c:16]([Cl:19])[cH:17][cH:18]2)[CH2:10][CH2:11]1)[CH3:22])[C:41]([c:40]1[cH:39][c:38](-[c:35]2[n:34][n:33]([CH2:32][O:31][CH2:24][c:25]3[cH:26][cH:27][cH:28][cH:29][cH:30]3)[n:37][n:36]2)[cH:46][cH:45][cH:44]1)=[O:42]. Reactants: 2.6, C(C)C=1C=CC(=C(OC(C(=O)Cl)C)C1)COC1=CC(=C(C=C1)C1=NN(C(=C1Cl)OC(F)F)C)F (2-[5-ethyl-2-[3-fluoro-4-(4-chloro-5-difluoromethoxy-1-methylpyrazol-3-yl)phenoxymethyl]phenoxy]propanoic acid chloride), CS(=O)(=O)N (methylsulfonylamine). Solvent: C(Cl)Cl (methylene chloride). Reaction conditions: temperature 120 celsius. The product is CS(=O)(=O)NC(C(C)OC1=C(C=CC(=C1)CC)COC1=CC(=C(C=C1)C1=NN(C(=C1Cl)OC(F)F)C)F)=O (N-methylsulfonyl-2-[5-ethyl-2-[3-fluoro-4-(4-chloro-5-difluoromethoxy-1-methylpyrazol-3-yl)phenoxymethyl]phenoxy]propanamide). As a reaction SMILES: [CH2:1]([C:3]1[CH:4]=[CH:5][C:6]([CH2:15][O:16][C:17]2[CH:22]=[CH:21][C:20]([C:23]3[C:27]([Cl:28])=[C:26]([O:29][CH:30]([F:32])[F:31])[N:25]([CH3:33])[N:24]=3)=[C:19]([F:34])[CH:18]=2)=[C:7]([CH:14]=1)[O:8][CH:9]([CH3:13])[C:10](Cl)=[O:11])[CH3:2].[CH3:35][S:36]([NH2:39])(=[O:38])=[O:37]>C(Cl)Cl>[CH3:35][S:36]([NH:39][C:10](=[O:11])[CH:9]([O:8][C:7]1[CH:14]=[C:3]([CH2:1][CH3:2])[CH:4]=[CH:5][C:6]=1[CH2:15][O:16][C:17]1[CH:22]=[CH:21][C:20]([C:23]2[C:27]([Cl:28])=[C:26]([O:29][CH:30]([F:31])[F:32])[N:25]([CH3:33])[N:24]=2)=[C:19]([F:34])[CH:18]=1)[CH3:13])(=[O:38])=[O:37]. Reported procedure: A stirring mixture of 2.6 0 grams (0.0050 mole) of 2-[5-ethyl-2-[3-fluoro-4-(4-chloro-5-difluoromethoxy-1-methylpyrazol-3-yl)phenoxymethyl]phenoxy]propanoic acid chloride and 0.52 gram (0.0055 mole) of methylsulfonylamine is heated at about 120° C. for two hours. The reaction mixture is then cooled and dissolved in about 35 mL of methylene chloride. The solution is washed with water, dried with magnesium sulfate, and filtered. The filtrate is concentrated under reduced pressure, yielding the tit... Reactants: C=CC(=O)OC(C)(C)C, Cc1cc(OCc2ccc(C3CCNCC3)cc2)ccc1C1CCSCC1, CO, CCN(C(C)C)C(C)C. Product: Cc1cc(OCc2ccc(C3CCN(CCC(=O)OC(C)(C)C)CC3)cc2)ccc1C1CCSCC1. Reaction SMILES: [C:28]([CH:29]=[CH2:30])(=[O:31])[O:32][C:33]([CH3:34])([CH3:35])[CH3:36].[CH3:1][c:2]1[cH:3][c:4]([O:5][CH2:6][c:7]2[cH:8][cH:9][c:10]([CH:13]3[CH2:14][CH2:15][NH:16][CH2:17][CH2:18]3)[cH:11][cH:12]2)[cH:19][cH:20][c:21]1[CH:22]1[CH2:23][CH2:24][S:25][CH2:26][CH2:27]1.[CH3:46][OH:47].[CH:37]([N:38]([CH2:39][CH3:40])[CH:41]([CH3:42])[CH3:43])([CH3:44])[CH3:45]>>[CH3:1][c:2]1[cH:3][c:4]([O:5][CH2:6][c:7]2[cH:8][cH:9][c:10]([CH:13]3[CH2:14][CH2:15][N:16]([CH2:30][CH2:29][C:28](=[O:31])[O:32][C:33]([CH3:34])([CH3:35])[CH3:36])[CH2:17][CH2:18]3)[cH:11][cH:12]2)[cH:19][cH:20][c:21]1[CH:22]1[CH2:23][CH2:24][S:25][CH2:26][CH2:27]1.